From a dataset of the Open Reaction Database (ORD), a public repository of structured organic reaction records. describe an organic reaction: reactants, conditions, products, and yield Reactants: N1CCNCC1 (piperazine), ClC1=NC=CN=C1 (2-chloropyrazine), [OH-].[Na+] (sodium hydroxide). Conditions: temperature 150 celsius, time 2 hour. The product is N1=C(C=NC=C1)N1CCNCC1 (1-(Pyrazin-2-yl)piperazine). As a reaction SMILES: [NH:1]1[CH2:6][CH2:5][NH:4][CH2:3][CH2:2]1.Cl[C:8]1[CH:13]=[N:12][CH:11]=[CH:10][N:9]=1.[OH-].[Na+]>>[N:1]1[CH:6]=[CH:5][N:4]=[CH:3][C:2]=1[N:9]1[CH2:10][CH2:11][NH:12][CH2:13][CH2:8]1 |f:2.3|. Reported procedure: To piperazine (48.0 g) dissolved at 110° C. was added 2-chloropyrazine (5.0 ml) and the mixture was stirred at 150° C. for 2 hr. The reaction mixture was poured into an aqueous sodium hydroxide solution and extracted with chloroform. The extract was washed with saturated brine and dried over anhydrous sodium sulfate. The solvent was evaporated to give the title compound (6.4 g) as a brown oil. Run in C(Cl)Cl (DCM). The reactants are N[C@H]1CN(CC1)C1=NC(=C2N=CN(C2=N1)[C@@H]1C[C@@H]([C@@H]2[C@H]1OC(O2)(C)C)NC(CC)=O)NCC(C2=CC=CC=C2)C2=CC=CC=C2 (N-{(3aR,4S,6R,6aS)-6-[2-((R)-3-amino-pyrrolidin-1-yl)-6-(2,2-diphenyl-ethylamino)-purin-9-yl]-2,2-dimethyl-tetrahydro-cyclopenta[1,3]dioxol-4-yl}-propionamide), C1=CN(C=N1)C(=O)N2C=CN=C2 (CDI). RXN SMILES: [NH2:1][C@@H:2]1[CH2:6][CH2:5][N:4]([C:7]2[N:15]=[C:14]3[C:10]([N:11]=[CH:12][N:13]3[C@H:16]3[C@@H:20]4[O:21][C:22]([CH3:25])([CH3:24])[O:23][C@@H:19]4[C@@H:18]([NH:26][C:27](=[O:30])[CH2:28][CH3:29])[CH2:17]3)=[C:9]([NH:31][CH2:32][CH:33]([C:40]3[CH:45]=[CH:44][CH:43]=[CH:42][CH:41]=3)[C:34]3[CH:39]=[CH:38][CH:37]=[CH:36][CH:35]=3)[N:8]=2)[CH2:3]1.[CH:46]1[N:50]=[CH:49][N:48]([C:51](N2C=NC=C2)=[O:52])[CH:47]=1>C(Cl)Cl>[CH3:24][C:22]1([CH3:25])[O:23][C@@H:19]2[C@@H:18]([NH:26][C:27](=[O:30])[CH2:28][CH3:29])[CH2:17][C@@H:16]([N:13]3[CH:12]=[N:11][C:10]4[C:14]3=[N:15][C:7]([N:4]3[CH2:5][CH2:6][C@@H:2]([NH:1][C:51]([N:48]5[CH:47]=[CH:46][N:50]=[CH:49]5)=[O:52])[CH2:3]3)=[N:8][C:9]=4[NH:31][CH2:32][CH:33]([C:34]3[CH:39]=[CH:38][CH:37]=[CH:36][CH:35]=3)[C:40]3[CH:45]=[CH:44][CH:43]=[CH:42][CH:41]=3)[C@@H:20]2[O:21]1. Yields the product CC1(O[C@@H]2[C@H](O1)[C@H](C[C@H]2N2C1=NC(=NC(=C1N=C2)NCC(C2=CC=CC=C2)C2=CC=CC=C2)N2C[C@@H](CC2)NC(=O)N2C=NC=C2)NC(CC)=O)C (Imidazole-1-carboxylic acid {(R)-1-[9-((3aS,4R,6S,6aR)-2,2-dimethyl-6-propionylamino-tetrahydro-cyclopenta[1,3]dioxol-4-yl)-6-(2,2-diphenyl-ethylamino)-9H-purin-2-yl]-pyrrolidin-3-yl}-amide). Reported procedure: A mixture comprising N-{(3aR,4S,6R,6aS)-6-[2-((R)-3-amino-pyrrolidin-1-yl)-6-(2,2-diphenyl-ethylamino)-purin-9-yl]-2,2-dimethyl-tetrahydro-cyclopenta[1,3]dioxol-4-yl}-propionamide (see preparation of intermediates) (0.24 g, 0.39 mmol) and CDI (0.275 g, 1.7 mmol) in DCM is stirred at room temperature for 3 hours. Purification of the resulting mixture by chromatography on silica eluting with 0-5% MeOH in DCM yields the titled compound as a yellow oil. The compound exists as a mixture of the imidaz... Starting materials: COC(=O)C(Cc1ccc([N+](=O)[O-])c(OCc2ccccc2)c1)NC(=O)c1ccccc1N, CO, [Na+], [OH-]. Yields the product Nc1ccccc1C(=O)NC(Cc1ccc([N+](=O)[O-])c(OCc2ccccc2)c1)C(=O)O. RXN SMILES: [CH3:1][O:2][C:3]([CH:4]([CH2:5][c:6]1[cH:7][c:8]([O:15][CH2:16][c:17]2[cH:18][cH:19][cH:20][cH:21][cH:22]2)[c:9]([N+:12](=[O:13])[O-:14])[cH:10][cH:11]1)[NH:23][C:24]([c:25]1[c:26]([NH2:31])[cH:27][cH:28][cH:29][cH:30]1)=[O:32])=[O:33].[CH3:36][OH:37].[Na+:35].[OH-:34]>>[O:2]=[C:3]([CH:4]([CH2:5][c:6]1[cH:7][c:8]([O:15][CH2:16][c:17]2[cH:18][cH:19][cH:20][cH:21][cH:22]2)[c:9]([N+:12](=[O:13])[O-:14])[cH:10][cH:11]1)[NH:23][C:24]([c:25]1[c:26]([NH2:31])[cH:27][cH:28][cH:29][cH:30]1)=[O:32])[OH:33]. Reactants: OC=C1CC(C=CC1=O)(C#C[Si](C)(C)C)C (6-(hydroxymethylene)-4-methyl-4-((trimethylsilyl)ethynyl)-cyclohex-2-enone), Cl.NO (hydroxylamine hydrochloride). The solvent is C(C)O (ethanol), O (water), O (water). Product: CC1(C=CC2=C(C=NO2)C1)C#C[Si](C)(C)C (5-Methyl-5-((trimethylsilyl)ethynyl)-4,5-dihydrobenzo[d]isoxazole). Isolated yield 99.5%. RXN SMILES: O[CH:2]=[C:3]1[C:8](=[O:9])[CH:7]=[CH:6][C:5]([CH3:16])([C:10]#[C:11][Si:12]([CH3:15])([CH3:14])[CH3:13])[CH2:4]1.Cl.[NH2:18]O>C(O)C.O>[CH3:16][C:5]1([C:10]#[C:11][Si:12]([CH3:15])([CH3:14])[CH3:13])[CH2:4][C:3]2[CH:2]=[N:18][O:9][C:8]=2[CH:7]=[CH:6]1 |f:1.2|. Procedure details: To a solution of 6-(hydroxymethylene)-4-methyl-4-((trimethylsilyl)ethynyl)-cyclohex-2-enone (147 mg, 0.63 mmol) in ethanol (15 mL) was added a solution of hydroxylamine hydrochloride (452 mg) in water (0.65 mL). The mixture was heated under reflux for 1 h. To the mixture was added water (50 mL). The aqueous mixture was extracted with methylene chloride/ether (1:2, 50 mL ×3). The extract was washed with saturated aqueous sodium bicarbonate solution (50 mL ×1) and brine (50 mL ×1), dried over MgSO... Reactants: C=O, COc1cccc(CCN)c1, O. Yields the product COc1ccc2c(c1)CCNC2. As a reaction SMILES: [CH2:12]=[O:13].[CH3:1][O:2][c:3]1[cH:4][c:5]([CH2:6][CH2:7][NH2:8])[cH:9][cH:10][cH:11]1.[OH2:14]>>[CH3:1][O:2][c:3]1[cH:4][c:5]2[c:9]([cH:10][cH:11]1)[CH2:12][NH:8][CH2:7][CH2:6]2. Starting materials: [OH-].[Na+] (sodium hydroxide), C(#N)C1=CC(=C(C(=O)OC)C=C1)COC1=CC=C(C=C1)O (methyl 4-cyano-2-(4-hydroxyphenoxy)methylbenzoate). The solvent is CO (methanol). Run at time 1.5 hour. Product: C(#N)C1=CC(=C(C(=O)O)C=C1)COC1=CC=C(C=C1)O (4-Cyano-2-(4-hydroxyphenoxy)methylbenzoic acid). The yield is 57.6%. RXN SMILES: [OH-].[Na+].[C:3]([C:5]1[CH:14]=[CH:13][C:8]([C:9]([O:11]C)=[O:10])=[C:7]([CH2:15][O:16][C:17]2[CH:22]=[CH:21][C:20]([OH:23])=[CH:19][CH:18]=2)[CH:6]=1)#[N:4]>CO>[C:3]([C:5]1[CH:14]=[CH:13][C:8]([C:9]([OH:11])=[O:10])=[C:7]([CH2:15][O:16][C:17]2[CH:18]=[CH:19][C:20]([OH:23])=[CH:21][CH:22]=2)[CH:6]=1)#[N:4] |f:0.1|. Reported procedure: 20 ml of a 3N-sodium hydroxide aqueous solution was added to 9.5 g of methyl 4-cyano-2-(4-hydroxyphenoxy)methylbenzoate obtained in Reference example 22 dissolved in 80 ml of methanol and the mixture was stirred at room temperature for 1.5 hours. After completion of the reaction, the solvent was removed under reduced pressure, water was added to the residue and the mixture was washed with diethyl ether and then adjusted to about pH 2 with conc. sulfuric acid. Crystals precipitated were collected... The reactants are C(C)OC([C@H](CC1=CC=C(C=C1)C#CCCl)OC)=O ((2S)-3-[4-(3-Chloro-prop-1-ynyl)-phenyl]-2-methoxy-propionic acid ethyl ester), C1=CC=C(C=C1)NC2=CC(=CC=C2)O (3-hydroxydiphenylamine). Reaction SMILES: C([O:3][C:4](=[O:19])[C@@H:5]([O:17][CH3:18])[CH2:6][C:7]1[CH:12]=[CH:11][C:10]([C:13]#[C:14][CH2:15]Cl)=[CH:9][CH:8]=1)C.[CH:20]1[CH:25]=[CH:24][C:23]([NH:26][C:27]2[CH:32]=[CH:31][CH:30]=[C:29]([OH:33])[CH:28]=2)=[CH:22][CH:21]=1>>[CH3:18][O:17][C@@H:5]([CH2:6][C:7]1[CH:8]=[CH:9][C:10]([C:13]#[C:14][CH2:15][O:33][C:29]2[CH:30]=[CH:31][CH:32]=[C:27]([NH:26][C:23]3[CH:22]=[CH:21][CH:20]=[CH:25][CH:24]=3)[CH:28]=2)=[CH:11][CH:12]=1)[C:4]([OH:3])=[O:19]. Procedure: The title compound was prepare from (2S)-3-[4-(3-Chloro-prop-1-ynyl)-phenyl]-2-methoxy-propionic acid ethyl ester from Example 5, Step A and 3-hydroxydiphenylamine in a manner analogous to that described for Example 5, Step B. MS(ES) for CH23H23NO [M+H]+: 402.2. Yields the product CO[C@H](C(=O)O)CC1=CC=C(C=C1)C#CCOC1=CC(=CC=C1)NC1=CC=CC=C1 ((2S)-2-Methoxy-3-{4-[3-(3-phenylamino-phenoxy)-prop-1-ynyl]-phenyl}-propionic acid).